From a dataset of the Open Reaction Database (ORD), a public repository of structured organic reaction records. describe an organic reaction: reactants, conditions, products, and yield Starting materials: potassium tert.-butylate, ClC1=CC=CC2=C1C(N(CC(N2)=O)C)=O (6-chloro-3,4-dihydro-4-methyl-2H-1,4-benzodiazepine-2,5(1H)-dione), [N+](#[C-])CC=1SC=CC1 (2-isocyanomethylthiophene), [H-].[Na+] (sodium hydride), [Cl-].C1(=CC=CC=C1)OP(OC1=CC=CC=C1)(O)=O (phosphoric acid diphenyl ester chloride). The solvent is CN(C=O)C (N,N-dimethylformamide), O (water), CN(C=O)C (N,N-dimethylformamide), C(C)(=O)O (acetic acid), CN(C=O)C (N,N-dimethylformamide), CN(C=O)C (N,N-dimethylformamide). Run at time 30 minute. Product: ClC1=CC=CC2=C1C(N(CC=1N2C=NC1C=1SC=CC1)C)=O (7-chloro-4,5-dihydro-5-methyl-3-(2-thienyl)-6H-imidazo[1,5-a][1,4]benzodiazepin-6-one). Reaction SMILES: [Cl:1][C:2]1[C:7]2[C:8](=[O:15])[N:9]([CH3:14])[CH2:10][C:11](=O)[NH:12][C:6]=2[CH:5]=[CH:4][CH:3]=1.[H-].[Na+].[Cl-].C1(OP(=O)(O)OC2C=CC=CC=2)C=CC=CC=1.[N+:36]([CH2:38][C:39]1[S:40][CH:41]=[CH:42][CH:43]=1)#[C-:37]>CN(C)C=O.O.C(O)(=O)C>[Cl:1][C:2]1[C:7]2[C:8](=[O:15])[N:9]([CH3:14])[CH2:10][C:11]3[N:12]([CH:37]=[N:36][C:38]=3[C:39]3[S:40][CH:41]=[CH:42][CH:43]=3)[C:6]=2[CH:5]=[CH:4][CH:3]=1 |f:1.2,3.4|. Reported procedure: A suspension of 9.12 g (40.6 mmol) of 6-chloro-3,4-dihydro-4-methyl-2H-1,4-benzodiazepine-2,5(1H)-dione in 35 ml of dry N,N-dimethylformamide is treated at -20° to -30° while stirring with 1.77 g (40.6 mmol) of sodium hydride (55 percent oil dispersion), the mixture is stirred at the above temperature for a further 30 minutes and there is subsequently added dropwise thereto at -70° a solution of 10.74 g (40.6 mmol) of phosphoric acid diphenyl ester chloride in 8 ml of dry N,N-dimethylformamide. ...